This data is from the Open Reaction Database (ORD), a public repository of structured organic reaction records. The task is: describe an organic reaction: reactants, conditions, products, and yield The reactants are O1C(OCC1)C=1C=NC(=C(C(=O)O)C1)C=1NC(C(N1)(C)C(C)C)=O (5-(1,3-dioxolan-2-yl)-2-(4-isopropyl-4-methyl-5-oxo-2-imidazolin-2-yl)nicotinic acid), C1(CCCCC1)N=C=NC1CCCCC1 (dicyclohexylcarbodiimide). Run in O1CCCC1 (tetrahydrofuran). Yields the product O1C(OCC1)C=1C=C2C(=NC1)C=1N(C2=O)C(C(N1)(C)C(C)C)=O (7-(1,3-Dioxolan-2-yl)-2-isopropyl-2-methyl-5H-imidazo[1',2':1,2]pyrrolo[3,4-b]pyridine-3(2H), 5-dione). The yield is 71.9%. As a reaction SMILES: [O:1]1[CH2:5][CH2:4][O:3][CH:2]1[C:6]1[CH:7]=[N:8][C:9]([C:15]2[NH:16][C:17](=[O:24])[C:18]([CH:21]([CH3:23])[CH3:22])([CH3:20])[N:19]=2)=[C:10]([CH:14]=1)[C:11](O)=[O:12].C1(N=C=NC2CCCCC2)CCCCC1>O1CCCC1>[O:1]1[CH2:5][CH2:4][O:3][CH:2]1[C:6]1[CH:14]=[C:10]2[C:11](=[O:12])[N:16]3[C:17](=[O:24])[C:18]([CH:21]([CH3:22])[CH3:23])([CH3:20])[N:19]=[C:15]3[C:9]2=[N:8][CH:7]=1. Procedure: A solution of 5-(1,3-dioxolan-2-yl)-2-(4-isopropyl-4-methyl-5-oxo-2-imidazolin-2-yl)nicotinic acid (1.0 g, 0.003 mol) and dicyclohexylcarbodiimide (0.65 g, 0.003 mol) in tetrahydrofuran (5 mL) is stirred at reflux temperature for 1.5 hours. After cooling, the reaction mixture is filtered. The filtrate is concentrated in vacuo to afford the title compound (0.68 g, 72%) as a pale yellow solid, mp 102°-104° C., identified by IR and NMR spectral analyses. The reactants are B(Br)(Br)Br (boron tribromide), C[C@H]1N=C(O[C@H]1C)C1=CC=C(N1)C=1C=C(OC2=NC=C(N=C2)S(=O)(=O)C)C=C(C1)O[C@H](COC)C (2-(3-{5-[(4R,5S)-4,5-Dimethyl-4,5-dihydro-1,3-oxazol-2-yl]-1H-pyrrol-2-yl}-5-{[(2S)-1-methoxypropan-2-yl]oxy}phenoxy)-5-(methylsulfonyl)pyrazine), C(O)([O-])=O.[Na+] (sodium hydrogencarbonate). Run in C(Cl)Cl (methylene chloride). Run at time 2 hour. Yields the product C[C@H]1N=C(O[C@H]1C)C1=CC=C(N1)C=1C=C(O[C@H](CO)C)C=C(C1)OC1=NC=C(N=C1)S(=O)(=O)C ((2S)-2-(3-{5-[(4R,5S)-4,5-Dimethyl-4,5-dihydro-1,3-oxazol-2-yl]-1H-pyrrol-2-yl}-5-{[5-(methylsulfonyl)pyrazin-2-yl]oxy}phenoxy)propan-1-ol). Isolated yield 78.6%. As a reaction SMILES: [CH3:1][C@@H:2]1[C@H:6]([CH3:7])[O:5][C:4]([C:8]2[NH:12][C:11]([C:13]3[CH:14]=[C:15]([CH:27]=[C:28]([O:30][C@@H:31]([CH3:35])[CH2:32][O:33]C)[CH:29]=3)[O:16][C:17]3[CH:22]=[N:21][C:20]([S:23]([CH3:26])(=[O:25])=[O:24])=[CH:19][N:18]=3)=[CH:10][CH:9]=2)=[N:3]1.B(Br)(Br)Br.C(=O)([O-])O.[Na+]>C(Cl)Cl>[CH3:1][C@@H:2]1[C@H:6]([CH3:7])[O:5][C:4]([C:8]2[NH:12][C:11]([C:13]3[CH:29]=[C:28]([CH:27]=[C:15]([O:16][C:17]4[CH:22]=[N:21][C:20]([S:23]([CH3:26])(=[O:24])=[O:25])=[CH:19][N:18]=4)[CH:14]=3)[O:30][C@@H:31]([CH3:35])[CH2:32][OH:33])=[CH:10][CH:9]=2)=[N:3]1 |f:2.3|. Procedure: 2-(3-{5-[(4R,5S)-4,5-Dimethyl-4,5-dihydro-1,3-oxazol-2-yl]-1H-pyrrol-2-yl}-5-{[(2S)-1-methoxypropan-2-yl]oxy}phenoxy)-5-(methylsulfonyl)pyrazine (513 mg, 1.02 mmol) synthesized in Example (109d) was dissolved in methylene chloride (10 mL), and boron tribromide (1.0 mol/L methylene chloride solution, 1.50 mL, 1.50 mmol) was added dropwise at −78° C., followed by stirring at room temperature for 2 hours under nitrogen atmosphere. To this reaction solution, a saturated aqueous sodium hydrogencarbon... Reactants: NC1=CC(=C(OC2=CC(=NC=N2)NC(=O)N2CCCCC2)C=C1)F (piperidine-1-carboxylic acid [6-(4-amino-2-fluorophenoxy)pyrimidin-4-yl]amide), C1(=CC=CC=C1)CC(=O)Cl (2-Phenylacetyl chloride), [S-]C#N.[K+] (potassium thiocyanate), CCCCCC (hexane). The solvent is C(C)#N (acetonitrile), C(C)OCC (diethyl ether), C(C)#N (acetonitrile). Reaction conditions: time 1.5 hour. Yields the product FC1=C(OC2=CC(=NC=N2)NC(=O)N2CCCCC2)C=CC(=C1)NC(=S)NC(CC1=CC=CC=C1)=O (Piperidine-1-carboxylic acid {6-[2-fluoro-4-(3-phenylacetylthioureido)phenoxy]pyrimidin-4-yl}amide). Yield: 50.8%. As a reaction SMILES: [C:1]1([CH2:7][C:8](Cl)=[O:9])[CH:6]=[CH:5][CH:4]=[CH:3][CH:2]=1.[S-:11][C:12]#[N:13].[K+].[NH2:15][C:16]1[CH:37]=[CH:36][C:19]([O:20][C:21]2[N:26]=[CH:25][N:24]=[C:23]([NH:27][C:28]([N:30]3[CH2:35][CH2:34][CH2:33][CH2:32][CH2:31]3)=[O:29])[CH:22]=2)=[C:18]([F:38])[CH:17]=1.CCCCCC>C(#N)C.C(OCC)C>[F:38][C:18]1[CH:17]=[C:16]([NH:15][C:12]([NH:13][C:8](=[O:9])[CH2:7][C:1]2[CH:6]=[CH:5][CH:4]=[CH:3][CH:2]=2)=[S:11])[CH:37]=[CH:36][C:19]=1[O:20][C:21]1[N:26]=[CH:25][N:24]=[C:23]([NH:27][C:28]([N:30]2[CH2:35][CH2:34][CH2:33][CH2:32][CH2:31]2)=[O:29])[CH:22]=1 |f:1.2|. Procedure details: 2-Phenylacetyl chloride (0.068 ml) was dissolved in acetonitrile (5 ml) under a nitrogen atmosphere, and then potassium thiocyanate (100 mg) was added thereto at 60° C., followed by stirring at the same temperature for 1.5 hrs. The reaction mixture was cooled down to room temperature, and then a solution of piperidine-1-carboxylic acid [6-(4-amino-2-fluorophenoxy)pyrimidin-4-yl]amide (114 mg) in acetonitrile (3 ml) was added thereto, followed by stirring for 30 min. The reaction mixture was part... The reactants are O=C([O-])[O-], CCn1c(=O)n(-c2ccc(OCc3ccccc3)cc2)c2ncc(O)cc21, [Ca+2], [Cl-], [Cl-], O=S(=O)(OCC(F)(F)F)C(F)(F)F, [K+], [K+], CN(C)C=O. Product: CCn1c(=O)n(-c2ccc(OCc3ccccc3)cc2)c2ncc(OCC(F)(F)F)cc21. RXN SMILES: [C:41](=[O:42])([O-:43])[O-:44].[CH2:14]([c:15]1[cH:16][cH:17][cH:18][cH:19][cH:20]1)[O:21][c:22]1[cH:23][cH:24][c:25](-[n:28]2[c:29](=[O:40])[n:30]([CH2:38][CH3:39])[c:31]3[c:32]2[n:33][cH:34][c:35]([OH:37])[cH:36]3)[cH:26][cH:27]1.[Ca+2:48].[Cl-:47].[Cl-:49].[F:1][C:2]([F:3])([F:4])[S:5]([O:6][CH2:7][C:8]([F:9])([F:10])[F:11])(=[O:12])=[O:13].[K+:45].[K+:46].[O:50]=[CH:51][N:52]([CH3:53])[CH3:54]>>[O:6]([CH2:7][C:8]([F:9])([F:10])[F:11])[c:35]1[cH:34][n:33][c:32]2[n:28](-[c:25]3[cH:24][cH:23][c:22]([O:21][CH2:14][c:15]4[cH:16][cH:17][cH:18][cH:19][cH:20]4)[cH:27][cH:26]3)[c:29](=[O:40])[n:30]([CH2:38][CH3:39])[c:31]2[cH:36]1. The reactants are CC1CN(C(=O)OC(C)(C)C)CCN1, CC(C)(C)[O-], Cc1ccccc1, Clc1ccc(Br)cc1, [Na+], O=C(C=Cc1ccccc1)C=Cc1ccccc1, O=C(C=Cc1ccccc1)C=Cc1ccccc1, O=C(C=Cc1ccccc1)C=Cc1ccccc1, [Pd], [Pd], c1ccc(P(c2ccccc2)c2ccc3ccccc3c2-c2c(P(c3ccccc3)c3ccccc3)ccc3ccccc23)cc1. Product: CC1CN(C(=O)OC(C)(C)C)CCN1c1ccc(Cl)cc1. Reaction SMILES: [C:9]([CH3:10])([CH3:11])([CH3:12])[O:13][C:14](=[O:15])[N:16]1[CH2:17][CH:18]([CH3:22])[NH:19][CH2:20][CH2:21]1.[CH3:69][C:70]([CH3:71])([O-:72])[CH3:73].[CH3:75][c:76]1[cH:77][cH:78][cH:79][cH:80][cH:81]1.[Cl:1][c:2]1[cH:3][cH:4][c:5]([Br:8])[cH:6][cH:7]1.[Na+:74].[O:102]=[C:103]([CH:104]=[CH:105][c:106]1[cH:107][cH:108][cH:109][cH:110][cH:111]1)[CH:112]=[CH:113][c:114]1[cH:115][cH:116][cH:117][cH:118][cH:119]1.[O:120]=[C:121]([CH:122]=[CH:123][c:124]1[cH:125][cH:126][cH:127][cH:128][cH:129]1)[CH:130]=[CH:131][c:132]1[cH:133][cH:134][cH:135][cH:136][cH:137]1.[O:84]=[C:85]([CH:86]=[CH:87][c:88]1[cH:89][cH:90][cH:91][cH:92][cH:93]1)[CH:94]=[CH:95][c:96]1[cH:97][cH:98][cH:99][cH:100][cH:101]1.[Pd:82].[Pd:83].[cH:23]1[cH:24][cH:25][c:26]([P:27]([c:28]2[cH:29][cH:30][c:31]3[c:32]([cH:33][cH:34][cH:35][cH:36]3)[c:37]2-[c:38]2[c:39]3[c:40]([cH:41][cH:42][cH:43][cH:44]3)[cH:45][cH:46][c:47]2[P:48]([c:49]2[cH:50][cH:51][cH:52][cH:53][cH:54]2)[c:55]2[cH:56][cH:57][cH:58][cH:59][cH:60]2)[c:61]2[cH:62][cH:63][cH:64][cH:65][cH:66]2)[cH:67][cH:68]1>>[Cl:1][c:2]1[cH:3][cH:4][c:5]([N:19]2[CH:18]([CH3:22])[CH2:17][N:16]([C:14]([O:13][C:9]([CH3:10])([CH3:11])[CH3:12])=[O:15])[CH2:21][CH2:20]2)[cH:6][cH:7]1. The reactants are Cl (Hydrogen chloride), C1(=CC=CC=C1)C(=O)C(=O)C1=CC=CC=C1 (benzil), S(=O)(=O)(N)N (sulfamide). Run in CO (methanol). Product: C1(=CC=CC=C1)C1=NS(N=C1C1=CC=CC=C1)(=O)=O (3,4-Diphenyl-1,2,5-thiadiazole-1,1-dioxide). The yield is 84416.0%. RXN SMILES: Cl.[C:2]1([C:8]([C:10]([C:12]2[CH:17]=[CH:16][CH:15]=[CH:14][CH:13]=2)=O)=O)[CH:7]=[CH:6][CH:5]=[CH:4][CH:3]=1.[S:18]([NH2:22])([NH2:21])(=[O:20])=[O:19]>CO>[C:2]1([C:8]2[C:10]([C:12]3[CH:17]=[CH:16][CH:15]=[CH:14][CH:13]=3)=[N:22][S:18](=[O:20])(=[O:19])[N:21]=2)[CH:7]=[CH:6][CH:5]=[CH:4][CH:3]=1. Reported procedure: Hydrogen chloride is bubbled through a solution of benzil (24 g, 0.11 mmol) and sulfamide (11 g, 0.11 mmol) in methanol (120 mL) for 2 h followed by heating to reflux for 2 h. The reaction mixture is cooled to RT, and the precipitate that formed is filtered to give 25.1 g of the product 14. Starting materials: CCOC(=O)Cn1cc(C2=NC(C)(C)Cc3cc(OC)c4c(c32)CC(C)(C)O4)ccc1=O, C1CCC2CCCCC2C1, Cl, Nc1cccnc1. The product is COc1cc2c(c3c1OC(C)(C)C3)C(c1ccc(=O)n(CC(=O)Nc3cccnc3)c1)=NC(C)(C)C2. As a reaction SMILES: [CH2:1]([O:3][C:4](=[O:2])[CH2:5][n:6]1[c:7](=[O:31])[cH:8][cH:9][c:10]([C:12]2=[N:13][C:14]([CH3:29])([CH3:30])[CH2:15][c:16]3[cH:17][c:18]([O:27][CH3:28])[c:19]4[c:20]([c:21]32)[CH2:22][C:23]([CH3:25])([CH3:26])[O:24]4)[cH:11]1)[CH3:32].[CH2:41]1[CH2:42][CH:43]2[CH:44]([CH2:45][CH2:46][CH2:47][CH2:48]2)[CH2:49][CH2:50]1.[ClH:40].[NH2:33][c:34]1[cH:35][n:36][cH:37][cH:38][cH:39]1>>[O:3]=[C:4]([CH2:5][n:6]1[c:7](=[O:31])[cH:8][cH:9][c:10]([C:12]2=[N:13][C:14]([CH3:29])([CH3:30])[CH2:15][c:16]3[cH:17][c:18]([O:27][CH3:28])[c:19]4[c:20]([c:21]32)[CH2:22][C:23]([CH3:25])([CH3:26])[O:24]4)[cH:11]1)[NH:33][c:34]1[cH:35][n:36][cH:37][cH:38][cH:39]1. The reactants are C(#N)C=1C=CC2=C(N=C(O2)C(C(F)(F)F)(OCC(=O)OC)C2=C3C=CN(C3=C(C=C2OC)C)C(=O)[O-])C1 ((±)-4-(1-(5-cyanobenzo[d]oxazol-2-yl)-2,2,2-trifluoro-1-(2-methoxy-2-oxoethoxy)ethyl)-5-methoxy-7-methyl-1H-indole-1-carboxylate), [OH-].[Na+] (NaOH), OS(=O)(=O)[O-].[K+] (KHSO4), CCOC(=O)C (EtOAc), [OH-].[Na+] (NaOH). Solvent: [Cl-].[Na+].O (brine), C1CCOC1 (THF), CO (MeOH). Conditions: time 1 hour. Yields the product C(#N)C=1C=CC2=C(N=C(O2)C(C(F)(F)F)(OCC(=O)O)C2=C3C=CNC3=C(C=C2OC)C)C1 ((±)-2-(1-(5-cyanobenzo[d]oxazol-2-yl)-2,2,2-trifluoro-1-(5-methoxy-7-methyl-1H-indol-4-yl)ethoxy)acetic acid). As a reaction SMILES: [C:1]([C:3]1[CH:4]=[CH:5][C:6]2[O:10][C:9]([C:11]([C:22]3[C:30]([O:31][CH3:32])=[CH:29][C:28]([CH3:33])=[C:27]4[C:23]=3[CH:24]=[CH:25][N:26]4C([O-])=O)([O:16][CH2:17][C:18]([O:20]C)=[O:19])[C:12]([F:15])([F:14])[F:13])=[N:8][C:7]=2[CH:37]=1)#[N:2].[OH-].[Na+].OS([O-])(=O)=O.[K+].CCOC(C)=O>C1COCC1.CO.[Cl-].[Na+].O>[C:1]([C:3]1[CH:4]=[CH:5][C:6]2[O:10][C:9]([C:11]([C:22]3[C:30]([O:31][CH3:32])=[CH:29][C:28]([CH3:33])=[C:27]4[C:23]=3[CH:24]=[CH:25][NH:26]4)([O:16][CH2:17][C:18]([OH:20])=[O:19])[C:12]([F:13])([F:14])[F:15])=[N:8][C:7]=2[CH:37]=1)#[N:2] |f:1.2,3.4,8.9.10|. Procedure: To a solution of (±)-4-(1-(5-cyanobenzo[d]oxazol-2-yl)-2,2,2-trifluoro-1-(2-methoxy-2-oxoethoxy)ethyl)-5-methoxy-7-methyl-1H-indole-1-carboxylate (90 mg, 0.157 mmol) in THF (1.5 mL) and MeOH (0.15 mL) was added 1 M aq. NaOH (0.47 mL, 0.47 mmol) and the reaction left to stir at rt for 1 h and then warmed up to 60° C. At this point, 2 M aq. NaOH (0.47 mL, 0.94 mmol) was added and the reaction mixture was stirred for 2 h. The reaction mixture was cooled to rt and diluted with 1M aq.KHSO4, brine and...